From a dataset of the Open Reaction Database (ORD), a public repository of structured organic reaction records. describe an organic reaction: reactants, conditions, products, and yield Reactants: CS(=O)(=O)Cl, COC(=O)C=Cc1ccc2c(c1)C(=O)CC1(CCN(C(=O)OC(C)(C)C)CC1)O2, ClCCl. The product is COC(=O)C=Cc1ccc2c(c1)C(=O)CC1(CCN(S(C)(=O)=O)CC1)O2. RXN SMILES: [CH3:1][S:2]([Cl:3])(=[O:4])=[O:5].[CH3:6][O:7][C:8]([CH:9]=[CH:10][c:11]1[cH:12][c:13]2[c:18]([cH:19][cH:20]1)[O:17][C:16]1([CH2:15][C:14]2=[O:33])[CH2:21][CH2:22][N:23]([C:26]([O:27][C:28]([CH3:29])([CH3:30])[CH3:31])=[O:32])[CH2:24][CH2:25]1)=[O:34].[Cl:35][CH2:36][Cl:37]>>[CH3:1][S:2](=[O:4])(=[O:5])[N:23]1[CH2:22][CH2:21][C:16]2([CH2:15][C:14](=[O:33])[c:13]3[cH:12][c:11]([CH:10]=[CH:9][C:8]([O:7][CH3:6])=[O:34])[cH:20][cH:19][c:18]3[O:17]2)[CH2:25][CH2:24]1. Reactants: C1(=CC=CC=C1)CCN (benzeneethanamine), COC(CC=1C(=CC=CC1)CC(=O)O)=O (1,2-benzenediacetic acid monomethyl ester). The product is C1(=CC=CC=C1)CCNC(=O)CC1=C(C=CC=C1)CC(=O)OC (Methyl 2-[2-phenylethylaminocarbonyl methyl]benzene acetate). As a reaction SMILES: [C:1]1([CH2:7][CH2:8][NH2:9])[CH:6]=[CH:5][CH:4]=[CH:3][CH:2]=1.[CH3:10][O:11][C:12](=[O:24])[CH2:13][C:14]1[C:15]([CH2:20][C:21](O)=[O:22])=[CH:16][CH:17]=[CH:18][CH:19]=1>>[C:1]1([CH2:7][CH2:8][NH:9][C:21]([CH2:20][C:15]2[CH:16]=[CH:17][CH:18]=[CH:19][C:14]=2[CH2:13][C:12]([O:11][CH3:10])=[O:24])=[O:22])[CH:6]=[CH:5][CH:4]=[CH:3][CH:2]=1. Procedure: This was prepared from benzeneethanamine and 1,2-benzenediacetic acid monomethyl ester by the method described in Example 6(a), MS;m /e 311.